Dataset: the Open Reaction Database (ORD), a public repository of structured organic reaction records. Task: describe an organic reaction: reactants, conditions, products, and yield Reported procedure: To an ice-cooled solution of (2S)-1,2-epoxy-3-(3-formyl-4-benzyloxyphenoxy)propane (2.6 g) in methanol (30 ml) was added sodium borohydride (381 mg). The mixture was stirred at the same temperature for 1 hour and partitioned between chloroform and saturated sodium bicarbonate solution. The organic layer was separated, washed with brine, dried over magnesium sulfate, and filtered. The filtrate was concentrated to give (2S)-1,2-epoxy-3-(3-hydroxymethyl-4-benzyloxyphenoxy)propane (2.57 g) as a yell... Product: O1C[C@H]1COC1=CC(=C(C=C1)OCC1=CC=CC=C1)CO ((2S)-1,2-epoxy-3-(3-hydroxymethyl-4-benzyloxyphenoxy)propane). Starting materials: ice, O1C[C@H]1COC1=CC(=C(C=C1)OCC1=CC=CC=C1)C=O ((2S)-1,2-epoxy-3-(3-formyl-4-benzyloxyphenoxy)propane), [BH4-].[Na+] (sodium borohydride). Reaction conditions: time 1 hour. Run in CO (methanol). The yield is 98.2%. As a reaction SMILES: [O:1]1[C@H:3]([CH2:4][O:5][C:6]2[CH:11]=[CH:10][C:9]([O:12][CH2:13][C:14]3[CH:19]=[CH:18][CH:17]=[CH:16][CH:15]=3)=[C:8]([CH:20]=[O:21])[CH:7]=2)[CH2:2]1.[BH4-].[Na+]>CO>[O:1]1[C@H:3]([CH2:4][O:5][C:6]2[CH:11]=[CH:10][C:9]([O:12][CH2:13][C:14]3[CH:15]=[CH:16][CH:17]=[CH:18][CH:19]=3)=[C:8]([CH2:20][OH:21])[CH:7]=2)[CH2:2]1 |f:1.2|.